Dataset: the Open Reaction Database (ORD), a public repository of structured organic reaction records. Task: describe an organic reaction: reactants, conditions, products, and yield Reactants: CCCc1c(C(C)=O)c2ccc(C(=O)OC)cc2n1Cc1ccccc1Cl, CCO, [Na+], [OH-]. Product: CCCc1c(C(C)=O)c2ccc(C(=O)O)cc2n1Cc1ccccc1Cl. As a reaction SMILES: [C:1]([CH3:2])(=[O:3])[c:4]1[c:5]([CH2:25][CH2:26][CH3:27])[n:6]([CH2:17][c:18]2[c:19]([Cl:24])[cH:20][cH:21][cH:22][cH:23]2)[c:7]2[cH:8][c:9]([C:13](=[O:14])[O:15][CH3:16])[cH:10][cH:11][c:12]12.[CH3:30][CH2:31][OH:32].[Na+:29].[OH-:28]>>[C:1]([CH3:2])(=[O:3])[c:4]1[c:5]([CH2:25][CH2:26][CH3:27])[n:6]([CH2:17][c:18]2[c:19]([Cl:24])[cH:20][cH:21][cH:22][cH:23]2)[c:7]2[cH:8][c:9]([C:13](=[O:14])[OH:15])[cH:10][cH:11][c:12]12. Starting materials: C(#N)C1=C(C=CC=C1)C1=CC=C(C=C1)C (2-cyano-4′-methyl-1,1′-biphenyl), N(=O)[O-].[Na+] (sodium nitrite), Cl (hydrochloric acid), NN (hydrazine). The solvent is C(C)O (ethanol). Reaction conditions: time 48 hour. Yields the product C1(=CC=CC=C1)C1=CC=CC=C1 (biphenyl). RXN SMILES: C([C:3]1[CH:8]=[CH:7][CH:6]=[CH:5][C:4]=1[C:9]1[CH:14]=[CH:13][C:12](C)=[CH:11][CH:10]=1)#N.NN.N([O-])=O.[Na+].Cl>C(O)C>[C:4]1([C:9]2[CH:10]=[CH:11][CH:12]=[CH:13][CH:14]=2)[CH:5]=[CH:6][CH:7]=[CH:8][CH:3]=1 |f:2.3|. Reported procedure: First, 26.9 mmol of 2-cyano-4′-methyl-1,1′-biphenyl was dissolved in 150 ml of ethanol, and 270 mmol of hydrazine and 77.7 nmuol of 28% methylate were added thereto, followed by keeping at 50° C. for 48 hours. The reaction mixture was concentrated under reduced pressure. The residue was dissolved in 100 ml of ethanol, and 55 mmol of sodium nitrite and 110 mmol of concentrated hydrochloric acid were added to the solution at 0° C. After keeping at 0-5° C. for 2 hours, the reaction mixture was conc... Reactants: CCOC(=O)c1c(OCc2ccccc2)c2n(c1Br)C(C)CN(C)C2=O, C=C[Sn](CCCC)(CCCC)CCCC, Cc1ccccc1. Yields the product C=Cc1c(C(=O)OCC)c(OCc2ccccc2)c2n1C(C)CN(C)C2=O. RXN SMILES: [CH2:1]([c:2]1[cH:3][cH:4][cH:5][cH:6][cH:7]1)[O:8][c:9]1[c:10]([C:22](=[O:23])[O:24][CH2:25][CH3:26])[c:11]([Br:21])[n:12]2[c:13]1[C:14](=[O:20])[N:15]([CH3:19])[CH2:16][CH:17]2[CH3:18].[CH2:27]([CH2:28][CH2:40][CH3:41])[Sn:29]([CH2:30][CH2:31][CH2:32][CH3:33])([CH2:34][CH2:35][CH2:36][CH3:37])[CH:38]=[CH2:39].[CH3:42][c:43]1[cH:44][cH:45][cH:46][cH:47][cH:48]1>>[CH2:1]([c:2]1[cH:3][cH:4][cH:5][cH:6][cH:7]1)[O:8][c:9]1[c:10]([C:22](=[O:23])[O:24][CH2:25][CH3:26])[c:11]([CH:27]=[CH2:28])[n:12]2[c:13]1[C:14](=[O:20])[N:15]([CH3:19])[CH2:16][CH:17]2[CH3:18].